From a dataset of the Open Reaction Database (ORD), a public repository of structured organic reaction records. describe an organic reaction: reactants, conditions, products, and yield Starting materials: OC1=C(C=C2CCNC3CC4=C(C1=C23)C=C(C(=C4)O)OC)OC ((+)-5,6,6a,7-Tetrahydro-1,9-dihydroxy-2,10-dimethoxy-4H-dibenzo(de,g)quinoline), C([O-])(O)=O.[Na+] (sodium bicarbonate), C(C=C)Br (allyl bromide). Run in CN(C=O)C (dimethylformamide). Product: C(C=C)N1CCC=2C3=C(C4=C(CC13)C=C(C(=C4)OC)O)C(=C(C2)OC)O ((+)-6-allyl-5,6,6a,7-tetrahydro-1,9-dihydroxy-2,10-dimethoxy-4H-dibenzo(de,g)quinoline). RXN SMILES: [OH:1][C:2]1[C:13]2=[C:14]3[CH:9]([CH2:10][C:11]4[CH:18]=[C:17]([OH:19])[C:16]([O:20][CH3:21])=[CH:15][C:12]=42)[NH:8][CH2:7][CH2:6][C:5]3=[CH:4][C:3]=1[O:22][CH3:23].C(=O)(O)[O-].[Na+].[CH2:29](Br)[CH:30]=[CH2:31]>CN(C)C=O>[CH2:31]([N:8]1[CH:9]2[C:14]3=[C:13]([C:2]([OH:1])=[C:3]([O:22][CH3:23])[CH:4]=[C:5]3[CH2:6][CH2:7]1)[C:12]1[CH:15]=[C:16]([O:20][CH3:21])[C:17]([OH:19])=[CH:18][C:11]=1[CH2:10]2)[CH:30]=[CH2:29] |f:1.2|. Reported procedure: 582 mg. (1.85 mmol) (+)-5,6,6a,7-Tetrahydro-1,9-dihydroxy-2,10-dimethoxy-4H-dibenzo(de,g)quinoline are dissolved in 10 ml. dimethylformamide. After the addition of 385 mg. (4.58 mmol) sodium bicarbonate and 0.2 ml. (279.6 mg.; 2.31 mmol) allyl bromide, the reaction mixture is stirred for 30 minutes at ambient temperature and thereafter heated under reflux for 2 hours. Subsequently, the solvent is evaporated off in a vacuum and the residue is partitioned between chloroform and water. After workin...